Dataset: the Open Reaction Database (ORD), a public repository of structured organic reaction records. Task: describe an organic reaction: reactants, conditions, products, and yield The reactants are CN1CC=2N(CCC1)C(=NC2C(=O)OCC)C2=CC=CC=C2 (ethyl 8-methyl-3-phenyl-6,7,8,9-tetrahydro-5H-imidazo[1,5-a][1,4]diazepine-1-carboxylate), [OH-].[Li+] (lithium hydroxide). Run in CO (methanol), O (water). Reaction conditions: temperature 50 celsius, time 2 hour. Product: CN1CC=2N(CCC1)C(=NC2C(=O)O)C2=CC=CC=C2 (8-methyl-3-phenyl-6,7,8,9-tetrahydro-5H-imidazo[1,5-a][1,4]diazepine-1-carboxylic acid). Yield: 72.2%. Reaction SMILES: [CH3:1][N:2]1[CH2:8][CH2:7][CH2:6][N:5]2[C:9]([C:17]3[CH:22]=[CH:21][CH:20]=[CH:19][CH:18]=3)=[N:10][C:11]([C:12]([O:14]CC)=[O:13])=[C:4]2[CH2:3]1.[OH-].[Li+]>CO.O>[CH3:1][N:2]1[CH2:8][CH2:7][CH2:6][N:5]2[C:9]([C:17]3[CH:22]=[CH:21][CH:20]=[CH:19][CH:18]=3)=[N:10][C:11]([C:12]([OH:14])=[O:13])=[C:4]2[CH2:3]1 |f:1.2|. Reported procedure: To a solution of intermediate 64B (0.87 g, 2.91 mmol) in 20 mL methanol was added lithium hydroxide (0.139 g, 5.81 mmol) in 5 mL water. The reaction mixture was stirred at 50° C. for 2 hours, filtered, concentrated and neutralized with 1N HCl. The resulting solution was lyophilized to provide intermediate 64C (0.57 g, 72%) as a white solid. LCMS (+ESI) m/z 272.1 [M+H]+ Starting materials: NC1=NNC2=NC=NC(=C21)NC2=CC(=CC=C2)Cl (3-amino-4-(3-chlorophenylamino)-1H-pyrazolo[3,4-d]pyrimidine), C(C)(=O)O (acetic acid), S1C=C(C=C1)C=O (thiophene-3-carbaldehyde). Procedure: Analogously to Example 32, 261 mg (1.00 mmol) of 3-amino-4-(3-chlorophenylamino)-1H-pyrazolo[3,4-d]pyrimidine (see Step 1.6) and 180 mg of acetic acid are dissolved in 26 ml of methanol and reacted with 168 mg (1.5 mmol) of thiophene-3-carbaldehyde to form 4-(3-chloro-phenylamino)-3-[(thien-3-yl)-methyleneamino]-1H-pyrazolo[3,4-d]pyrimidine. Reduction of that intermediate in 15 ml of DMEU with 8 ml (8 mmol) of DIBAL-H, analogous working-up and digestion in DIPE yield 4-(3-chlorophenylamino)-3-[(... RXN SMILES: [NH2:1][C:2]1[C:10]2[C:5](=[N:6][CH:7]=[N:8][C:9]=2[NH:11][C:12]2[CH:17]=[CH:16][CH:15]=[C:14]([Cl:18])[CH:13]=2)[NH:4][N:3]=1.C(O)(=O)C.[S:23]1[CH:27]=[CH:26][C:25]([CH:28]=O)=[CH:24]1>CO>[Cl:18][C:14]1[CH:13]=[C:12]([NH:11][C:9]2[N:8]=[CH:7][N:6]=[C:5]3[NH:4][N:3]=[C:2]([N:1]=[CH:28][C:25]4[CH:26]=[CH:27][S:23][CH:24]=4)[C:10]=23)[CH:17]=[CH:16][CH:15]=1. Solvent: CO (methanol). Yields the product ClC=1C=C(C=CC1)NC1=C2C(=NC=N1)NN=C2N=CC2=CSC=C2 (4-(3-chloro-phenylamino)-3-[(thien-3-yl)-methyleneamino]-1H-pyrazolo[3,4-d]pyrimidine).